Dataset: the Open Reaction Database (ORD), a public repository of structured organic reaction records. Task: describe an organic reaction: reactants, conditions, products, and yield The reactants are ClC1=C(C=NC=C1)[N+](=O)[O-] (4-chloro-3-nitropyridine), C1(=CC=CC=C1)NC(C)=O (N-phenylacetamide). The product is CC=1N(C2=C(C=NC=C2)N1)C1=CC=CC=C1 (2-Methyl-1-phenyl-1H-imidazo[4,5-c]pyridine). Isolated yield 72.6%. As a reaction SMILES: Cl[C:2]1[CH:7]=[CH:6][N:5]=[CH:4][C:3]=1[N+:8]([O-])=O.[C:11]1([NH:17][C:18](=O)[CH3:19])[CH:16]=[CH:15][CH:14]=[CH:13][CH:12]=1>>[CH3:19][C:18]1[N:17]([C:11]2[CH:16]=[CH:15][CH:14]=[CH:13][CH:12]=2)[C:2]2[CH:7]=[CH:6][N:5]=[CH:4][C:3]=2[N:8]=1. Reported procedure: Method A applied to 4-chloro-3-nitropyridine (79 mg, 0.5 mmol), N-phenylacetamide (81 mg, 0.6 mmol) afforded the title compound as brown solid (76 mg, 73). mp 134-136° C. 1H NMR (DMSO) δ 2.54 (s, 3H), 7.65-7.73 (m, 6H), 8.54 (d, J=5.2Hz, 1H), 9.44 (s, 1H); 13C NMR δ 14.4, 108.2, 126.9, 130.2, 130.3, 133.4, 134.0, 134.8, 139.2, 145.0, 159.2. HRMS (FAB): cal. for C13H12N3 [M+H+]: 210.1031; found: 210.1025. Reactants: C(C)(C)NC(C)C (diisopropylamine), C(C=C)N([C@H](CC(=O)OC(C)(C)C)C1=CC=CC=C1)[C@H](C1=CC=CC=C1)C ((3R,αS)-t-Butyl 3-(N-allyl-α-methylbenzylamino)-3-phenylpropionate), CI (methyl iodide), C(CCC)[Li] (butyllithium). Solvent: O1CCCC1 (tetrahydrofuran), O1CCCC1 (tetrahydrofuran). Run at temperature 0 celsius, time 1 hour. Product: C[C@H](C(=O)OC(C)(C)C)[C@H](C1=CC=CC=C1)N(CC=C)[C@H](C1=CC=CC=C1)C ((2S,3R,αS)-t-Butyl 2-methyl-3-(N-allyl-α-methylbenzylamino)-3-phenylpropanoate), oil. Isolated yield 65.0%. Reaction SMILES: [CH:1](NC(C)C)(C)C.C([Li])CCC.[CH2:13]([N:16]([C@@H:32]([CH3:39])[C:33]1[CH:38]=[CH:37][CH:36]=[CH:35][CH:34]=1)[C@@H:17]([C:26]1[CH:31]=[CH:30][CH:29]=[CH:28][CH:27]=1)[CH2:18][C:19]([O:21][C:22]([CH3:25])([CH3:24])[CH3:23])=[O:20])[CH:14]=[CH2:15].CI>O1CCCC1>[CH3:1][C@@H:18]([C@@H:17]([N:16]([C@@H:32]([CH3:39])[C:33]1[CH:34]=[CH:35][CH:36]=[CH:37][CH:38]=1)[CH2:13][CH:14]=[CH2:15])[C:26]1[CH:27]=[CH:28][CH:29]=[CH:30][CH:31]=1)[C:19]([O:21][C:22]([CH3:25])([CH3:24])[CH3:23])=[O:20]. Procedure details: A solution of diisopropylamine (0.691 ml, 4.93 mmol) in anhydrous tetrahydrofuran (10 ml) was cooled to -78° C. prior to the dropwise addition of 1.6M butyllithium (2.57 ml, 4.11 mmol) via a syringe. The solution was warmed to 0° C. and then immediately recooled to -78° C., whereupon a solution of compound (8) from Example 2 (600 mg, 1.64 mmol) in tetrahydrofuran (10 ml) was added dropwise via a cannula. Stirring was continued for 1 hour at -78° C. followed by the rapid injection of methyl iodid... Reactants: CCOC(=O)c1cnn(-c2ccc(Cl)cc2)c1C, Cc1nn(-c2ccc(Cl)cc2)c(C)c1C(=O)O. The product is Cc1nn(-c2ccc(Cl)cc2)c(C)c1CO. Reaction SMILES: [Cl:18][c:19]1[cH:20][cH:21][c:22](-[n:23]2[c:24]([CH3:25])[c:26]([C:27]([O:28][CH2:29][CH3:30])=[O:31])[cH:32][n:33]2)[cH:34][cH:35]1.[Cl:1][c:2]1[cH:3][cH:4][c:5](-[n:8]2[n:9][c:10]([CH3:17])[c:11]([C:14](=[O:15])[OH:16])[c:12]2[CH3:13])[cH:6][cH:7]1>>[Cl:1][c:2]1[cH:3][cH:4][c:5](-[n:8]2[n:9][c:10]([CH3:17])[c:11]([CH2:14][OH:15])[c:12]2[CH3:13])[cH:6][cH:7]1. Starting materials: N(N)C1=NN=C(C(N1)=O)C1=CC=CC=C1 (3-hydrazino-6-phenyl-1,2,4-triazin-5(4H)-one), COC1=CC=C(C=C1)C1(CC1)C(=O)Cl (1-(4-methoxyphenyl)cyclopropanecarbonyl chloride). Solvent: CO (methanol), N1=CC=CC=C1 (pyridine). The product is COC1=CC=C(C=C1)C1(CC1)C1=NN=C2N1N=C(C(N2)=O)C2=CC=CC=C2 (3-[1-(4-Methoxyphenyl)cyclopropyl]-6-phenyl[1,2,4]triazolo[4,3-b][1,2,4]triazin-7(8H)-one). Yield: 70.6%. Reaction SMILES: [NH:1]([C:3]1[NH:8][C:7](=[O:9])[C:6]([C:10]2[CH:15]=[CH:14][CH:13]=[CH:12][CH:11]=2)=[N:5][N:4]=1)[NH2:2].[CH3:16][O:17][C:18]1[CH:23]=[CH:22][C:21]([C:24]2([C:27](Cl)=O)[CH2:26][CH2:25]2)=[CH:20][CH:19]=1>N1C=CC=CC=1.CO>[CH3:16][O:17][C:18]1[CH:23]=[CH:22][C:21]([C:24]2([C:27]3[N:4]4[N:5]=[C:6]([C:10]5[CH:15]=[CH:14][CH:13]=[CH:12][CH:11]=5)[C:7](=[O:9])[NH:8][C:3]4=[N:1][N:2]=3)[CH2:25][CH2:26]2)=[CH:20][CH:19]=1. Reported procedure: To a solution of 3-hydrazino-6-phenyl-1,2,4-triazin-5(4H)-one (40.0 mg, 0.197 mmol) in pyridine (0.5 mL) was added 1-(4-methoxyphenyl)cyclopropanecarbonyl chloride (0.062 g, 0.30 mmol) and the resulting mixture was irradiated under microwave at 150° C. for 15 min. The reaction mixture was diluted with methanol and purified by RP-HPLC to afford the desired product (50 mg, 70%). Analytical LCMS: (M+H)+=360.2.